From a dataset of the Open Reaction Database (ORD), a public repository of structured organic reaction records. describe an organic reaction: reactants, conditions, products, and yield Starting materials: C, CCN(C(C)C)C(C)C, COc1cc(CCC(=O)c2sc(C)c3c2CC2C3C2(C)C)cc(Cl)c1OCCCO, ClCCl, O=S(=O)(Cl)Cl. Yields the product COc1cc(CCC(=O)c2sc(C)c3c2CC2C3C2(C)C)cc(Cl)c1OCCCOS(C)(=O)=O. Reaction SMILES: [CH4:45].[CH:31]([N:32]([CH2:33][CH3:34])[CH:35]([CH3:36])[CH3:37])([CH3:38])[CH3:39].[Cl:1][c:2]1[cH:3][c:4]([CH2:15][CH2:16][C:17](=[O:18])[c:19]2[c:20]3[c:24]([c:25]([CH3:27])[s:26]2)[CH:23]2[CH:22]([CH2:21]3)[C:28]2([CH3:29])[CH3:30])[cH:5][c:6]([O:13][CH3:14])[c:7]1[O:8][CH2:9][CH2:10][CH2:11][OH:12].[Cl:46][CH2:47][Cl:48].[S:40](=[O:41])(=[O:42])([Cl:43])[Cl:44]>>[Cl:1][c:2]1[cH:3][c:4]([CH2:15][CH2:16][C:17](=[O:18])[c:19]2[c:20]3[c:24]([c:25]([CH3:27])[s:26]2)[CH:23]2[CH:22]([CH2:21]3)[C:28]2([CH3:29])[CH3:30])[cH:5][c:6]([O:13][CH3:14])[c:7]1[O:8][CH2:9][CH2:10][CH2:11][O:12][S:40](=[O:41])(=[O:42])[CH3:45].